From a dataset of the Open Reaction Database (ORD), a public repository of structured organic reaction records. describe an organic reaction: reactants, conditions, products, and yield Starting materials: Cl (HCl), OB1OCC2=C1C=C(C=C2)OC2=CC=C(C#N)C=C2 (4-(1-hydroxy-1,3-dihydrobenzo[c][1,2]oxaborol-6-yloxy)benzonitrile), CCO (EtOH), C1CCOC1 (THF). The reagents and catalysts are [Pd] (Pd/C). The solvent is O (water). Conditions: time 19 hour. The product is desired salt, [Cl-].OB1OCC2=C1C=C(C=C2)OC2=CC=C(C=C2)C[NH3+] ((4-(1-hydroxy-1,3-dihydrobenzo[c][1,2]oxaborol-6-yloxy)phenyl)methanaminium chloride). The yield is 57.1%. RXN SMILES: [OH:1][B:2]1[C:6]2[CH:7]=[C:8]([O:11][C:12]3[CH:19]=[CH:18][C:15]([C:16]#[N:17])=[CH:14][CH:13]=3)[CH:9]=[CH:10][C:5]=2[CH2:4][O:3]1.CCO.C1COCC1.[ClH:28]>O.[Pd]>[Cl-:28].[OH:1][B:2]1[C:6]2[CH:7]=[C:8]([O:11][C:12]3[CH:19]=[CH:18][C:15]([CH2:16][NH3+:17])=[CH:14][CH:13]=3)[CH:9]=[CH:10][C:5]=2[CH2:4][O:3]1 |f:6.7|. Procedure: To the solution of 4-(1-hydroxy-1,3-dihydrobenzo[c][1,2]oxaborol-6-yloxy)benzonitrile (1 g, 3.98 mmol) in a mixed solvent of EtOH (100 mL) and THF (25 mL) under N2 was added Pd/C (10 wt. %, 0.169 g). The reaction mixture was hydrogenated with a H2 balloon at room temperature with stirring for 19 h. The mixture was filtered, rotary evaporated and purified by silica gel column eluted with MeOH containing 0.6% v. NH4OH (3 mL 28-30% NH4OH to 500 mL MeOH). The white solid obtained was dissolved in wa... Reactants: ClC1=CC(=NC=N1)N1C=NC=C1 (6-chloro-4-(1-imidazolyl)pyrimidine), [Na] (sodium), CO (methanol). The product is N1(C=NC=C1)C1=NC=NC(=C1)OC (4-(1-imidazolyl)-6-methoxypyrimidine). As a reaction SMILES: Cl[C:2]1[N:7]=[CH:6][N:5]=[C:4]([N:8]2[CH:12]=[CH:11][N:10]=[CH:9]2)[CH:3]=1.[Na].[CH3:14][OH:15]>>[N:8]1([C:4]2[CH:3]=[C:2]([O:15][CH3:14])[N:7]=[CH:6][N:5]=2)[CH:12]=[CH:11][N:10]=[CH:9]1 |^1:12|. Reported procedure: Following the procedure of Example 15, 180 mg of 6-chloro-4-(1-imidazolyl)pyrimidine was reacted with 23 mg of sodium metal and 2 ml of anhydrous methanol to yield 136 mg 4-(1-imidazolyl)-6-methoxypyrimidine, having a melting point of 152°-153° C., recrystallized from a mixture of n-hexane and ethyl acetate. The reactants are C(C)(=O)OCC (ethyl acetate), COC1=CC=C(C=C1)N (p-anisidine), CN(C1=CC=CC=C1)C (N,N-dimethylaniline), Cl (HCl), C(C)(=O)OCC (ethyl acetate), COC1=CC=C(C=C1)C(=O)CBr (2-bromo-4-methoxyacetophenone). Run at temperature 180 celsius, time 2 hour. Product: COC=1C=C2C=C(NC2=CC1)C1=CC(=CC=C1)OC (5-Methoxy-2-(3-methoxyphenyl)-1H-indole). Isolated yield 15.0%. RXN SMILES: [CH3:1][O:2][C:3]1[CH:8]=[CH:7][C:6]([NH2:9])=[CH:5][CH:4]=1.CN(C)C1C=CC=CC=1.CO[C:21]1[CH:26]=[CH:25][C:24]([C:27]([CH2:29]Br)=O)=[CH:23][CH:22]=1.Cl.[C:32](OCC)(=[O:34])C>>[CH3:1][O:2][C:3]1[CH:8]=[C:7]2[C:6](=[CH:5][CH:4]=1)[NH:9][C:27]([C:24]1[CH:23]=[CH:22][CH:21]=[C:26]([O:34][CH3:32])[CH:25]=1)=[CH:29]2. Reported procedure: To a boiling mixture of p-anisidine (2.46 g, 20 mmol, 6.66 eq) and N,N-dimethylaniline (3.5 ml) is slowly added dropwise 2-bromo-4-methoxyacetophenone (0.7 g, 3 mmol, 1 eq) dissolved in ethyl acetate (12 ml). After the addition is complete, the reaction mixture is stirred at 180° C. for 2 h. To the cooled mixture are added ethyl acetate and 2 M HCl. The aqueous phase is extracted with ethyl acetate several times, and the combined organic phases are washed with a saturated NaCl solution, dried ov... The reactants are C(C)(C)N(CC)C(C)C (diisopropylethylamine), FC(C(=O)O)(F)F (trifluoroacetic acid), N1(CCCC12CCNCC2)C(=O)OC(C)(C)C (Tert-butyl 1,8-diazaspiro[4,5]decane-1-carboxylate), C([O-])([O-])=O (Carbonate), resin, C(C)(C)N(CC)C(C)C (diisopropylethylamine), C(C1=CC=C(C(=O)Cl)C=C1)(=O)Cl (terephthaloyl chloride), NC=1C=C(C=CC1NC(OC(C)(C)C)=O)C1=CC=CC=C1 (tert-butyl (3-aminobiphenyl-4-yl)carbamate). Run in CN(C=O)C (dimethylformamide), ClCCl (dichloromethane). Reaction conditions: time 30 minute. The product is NC1=C(C=C(C=C1)C1=CC=CC=C1)NC(C1=CC=C(C=C1)C(=O)N1CC2(CC1)CCNCC2)=O (N-(4-Aminobiphenyl-3-yl)-4-(2,8-diazaspiro[4.5]dec-2-ylcarbonyl)benzamide). Reaction SMILES: [C:1](Cl)(=[O:11])[C:2]1[CH:10]=[CH:9][C:5]([C:6](Cl)=[O:7])=[CH:4][CH:3]=1.[NH2:13][C:14]1[CH:15]=[C:16]([C:28]2[CH:33]=[CH:32][CH:31]=[CH:30][CH:29]=2)[CH:17]=[CH:18][C:19]=1[NH:20]C(=O)OC(C)(C)C.C([N:37]([CH:40]([CH3:42])C)[CH2:38][CH3:39])(C)C.[N:43]1(C(OC(C)(C)C)=O)[C:47]2(CCNCC2)[CH2:46][CH2:45][CH2:44]1.C(=O)([O-])[O-].FC(F)(F)C(O)=O>ClCCl.CN(C)C=O>[NH2:20][C:19]1[CH:18]=[CH:17][C:16]([C:28]2[CH:29]=[CH:30][CH:31]=[CH:32][CH:33]=2)=[CH:15][C:14]=1[NH:13][C:1](=[O:11])[C:2]1[CH:10]=[CH:9][C:5]([C:6]([N:43]2[CH2:47][CH2:46][C:45]3([CH2:39][CH2:38][NH:37][CH2:40][CH2:42]3)[CH2:44]2)=[O:7])=[CH:4][CH:3]=1. Reported procedure: To a solution of stirring terephthaloyl chloride (338 mg, 1.664 mmol) in 20 mL dichloromethane was added tert-butyl (3-aminobiphenyl-4-yl)carbamate (473 mg, 1.664 mmol) slowly over a period of 10 minutes, followed by the addition of diisopropylethylamine (290 μL, 1.664 mmol). The reaction mixture was allowed to stir for 30 min. at room temperature. Tert-butyl 1,8-diazaspiro[4,5]decane-1-carboxylate (400 mg, 1.664 mmol) was then added, followed by the addition of diisopropylethylamine (290 μL, 1.... Procedure: 2-(3-Chloroanilino)-N-(2-chloro-4-sulphamoylphenyl)-acetamide (18.5 g) were dissolved in ethanol and reacted with paraformaldehyde as before (3.0g) to yield 14.0 g, m.p. 208°-216°C (ethanol). Product: ClC=1C=C(C=CC1)N1CN(C(C1)=O)C1=C(C=C(C=C1)S(N)(=O)=O)Cl (1-(3-Chlorophenyl)-3-(2-chloro-4-sulphamoylphenyl)-imidazolidin-4-one). Reaction SMILES: [Cl:1][C:2]1[CH:3]=[C:4]([CH:21]=[CH:22][CH:23]=1)[NH:5][CH2:6][C:7]([NH:9][C:10]1[CH:15]=[CH:14][C:13]([S:16](=[O:19])(=[O:18])[NH2:17])=[CH:12][C:11]=1[Cl:20])=[O:8].[CH2:24]=O>C(O)C>[Cl:1][C:2]1[CH:3]=[C:4]([N:5]2[CH2:6][C:7](=[O:8])[N:9]([C:10]3[CH:15]=[CH:14][C:13]([S:16](=[O:18])(=[O:19])[NH2:17])=[CH:12][C:11]=3[Cl:20])[CH2:24]2)[CH:21]=[CH:22][CH:23]=1. Run in C(C)O (ethanol), C(C)O (ethanol). Reactants: ClC=1C=C(NCC(=O)NC2=C(C=C(C=C2)S(N)(=O)=O)Cl)C=CC1 (2-(3-Chloroanilino)-N-(2-chloro-4-sulphamoylphenyl)-acetamide), C=O (paraformaldehyde).